Dataset: the Open Reaction Database (ORD), a public repository of structured organic reaction records. Task: describe an organic reaction: reactants, conditions, products, and yield The reagents and catalysts are C(C)(=O)[O-].[Pd+2].C(C)(=O)[O-] (palladium acetate). Reported procedure: 100 mg (0.48 mmol) of 1-(5-chloro-2-methylphenyl)piperazine and 300 mg (0.95 mmol) and of 4,4,5,5-tetramethyl-2-(5,5,8,8-tetramethyl-5,6,7,8-tetrahydronaphthalen-2-yl)-1,3,2-dioxaborolane are dissolved in 2 ml of THF, 302 mg (1.43 mmol) of potassium phosphate, 3 mg of palladium acetate and 11 mg of 2-dicylcohexylphosphino-2′,4′,6′-tri-i-propyl-1,1′-biphenyl are added. The reaction mixture is degassed a number of times and stirred at 120° C. under nitrogen atmosphere for 4 h, subsequently diluted... Run in C1CCOC1 (THF). The reactants are ClC=1C=CC(=C(C1)N1CCNCC1)C (1-(5-chloro-2-methylphenyl)piperazine), CC1(OB(OC1(C)C)C1=CC=2C(CCC(C2C=C1)(C)C)(C)C)C (4,4,5,5-tetramethyl-2-(5,5,8,8-tetramethyl-5,6,7,8-tetrahydronaphthalen-2-yl)-1,3,2-dioxaborolane), P(=O)([O-])([O-])[O-].[K+].[K+].[K+] (potassium phosphate), C1(CCCCC1)P(C1=C(C=CC=C1)C1=C(C=C(C=C1C(C)C)C(C)C)C(C)C)C1CCCCC1 (2-dicylcohexylphosphino-2′,4′,6′-tri-i-propyl-1,1′-biphenyl). Product: CC1=C(C=C(C=C1)C1=CC=2C(CCC(C2C=C1)(C)C)(C)C)N1CCNCC1 (1-[2-Methyl-5-(5,5,8,8-tetramethyl-5,6,7,8-tetrahydronaphthalen-2-yl)-phenyl]piperazine). RXN SMILES: Cl[C:2]1[CH:3]=[CH:4][C:5]([CH3:14])=[C:6]([N:8]2[CH2:13][CH2:12][NH:11][CH2:10][CH2:9]2)[CH:7]=1.CC1(C)C(C)(C)OB([C:23]2[CH:32]=[CH:31][C:30]3[C:29]([CH3:34])([CH3:33])[CH2:28][CH2:27][C:26]([CH3:36])([CH3:35])[C:25]=3[CH:24]=2)O1.P([O-])([O-])([O-])=O.[K+].[K+].[K+].C1(P(C2CCCCC2)C2C=CC=CC=2C2C(C(C)C)=CC(C(C)C)=CC=2C(C)C)CCCCC1>C1COCC1.C([O-])(=O)C.[Pd+2].C([O-])(=O)C>[CH3:14][C:5]1[CH:4]=[CH:3][C:2]([C:32]2[CH:23]=[CH:24][C:25]3[C:26]([CH3:36])([CH3:35])[CH2:27][CH2:28][C:29]([CH3:34])([CH3:33])[C:30]=3[CH:31]=2)=[CH:7][C:6]=1[N:8]1[CH2:13][CH2:12][NH:11][CH2:10][CH2:9]1 |f:2.3.4.5,8.9.10|. Conditions: temperature 120 celsius, time 4 hour.